Dataset: the Open Reaction Database (ORD), a public repository of structured organic reaction records. Task: describe an organic reaction: reactants, conditions, products, and yield Reactants: C(C)(C)(C)OC(=O)[C@@H]1N(CCC1)C(COC1=CC(=CC(=C1)OCC(N1[C@H](CCC1)C(=O)OC(C)(C)C)=O)OCC(=O)N1[C@H](CCC1)C(=O)OC(C)(C)C)=O ((R)-1-[[3,5-bis-[2-[(R)-2-tert-butoxycarbonyl-pyrrolidin-1-yl]-2-oxo-ethoxy]-phenoxy]-acetyl]-pyrrolidine-2-carboxylic acid tert-butyl ester). Solvent: FC(C(=O)O)(F)F (trifluoroacetic acid). Conditions: time 8 hour. Product: C(=O)(O)[C@@H]1N(CCC1)C(COC=1C=C(OCC(=O)N2[C@H](CCC2)C(=O)O)C=C(C1)OCC(N1[C@H](CCC1)C(=O)O)=O)=O ((R)-1-[[3,5-Bis-[2-[(R)-2-carboxy-pyrrolidin-1-yl]-2-oxo-ethoxy]-phenoxy]-acetyl]-pyrrolidine-2-carboxylic acid). The yield is 91.4%. Reaction SMILES: C([O:5][C:6]([C@H:8]1[CH2:12][CH2:11][CH2:10][N:9]1[C:13](=[O:54])[CH2:14][O:15][C:16]1[CH:21]=[C:20]([O:22][CH2:23][C:24](=[O:37])[N:25]2[CH2:29][CH2:28][CH2:27][C@@H:26]2[C:30]([O:32]C(C)(C)C)=[O:31])[CH:19]=[C:18]([O:38][CH2:39][C:40]([N:42]2[CH2:46][CH2:45][CH2:44][C@@H:43]2[C:47]([O:49]C(C)(C)C)=[O:48])=[O:41])[CH:17]=1)=[O:7])(C)(C)C>FC(F)(F)C(O)=O>[C:47]([C@H:43]1[CH2:44][CH2:45][CH2:46][N:42]1[C:40](=[O:41])[CH2:39][O:38][C:18]1[CH:19]=[C:20]([CH:21]=[C:16]([O:15][CH2:14][C:13](=[O:54])[N:9]2[CH2:10][CH2:11][CH2:12][C@@H:8]2[C:6]([OH:7])=[O:5])[CH:17]=1)[O:22][CH2:23][C:24]([N:25]1[CH2:29][CH2:28][CH2:27][C@@H:26]1[C:30]([OH:32])=[O:31])=[O:37])([OH:49])=[O:48]. Procedure details: A solution of 350 mg (0.47 mmol) (R)-1-[[3,5-bis-[2-[(R)-2-tert-butoxycarbonyl-pyrrolidin-1-yl]-2-oxo-ethoxy]-phenoxy]-acetyl]-pyrrolidine-2-carboxylic acid tert-butyl ester in 1.5 ml trifluoroacetic acid was stirred for 4 h at room temperature. The solvent was removed in vacuo and the residue suspended in 10 ml ether. The resulting suspension was stirred overnight. Filtration and drying gave 254 mg (92%) of the title compound as a light brown powder. The reactants are O (water), CN1N=C(C=2NC3=C(NC(C21)=O)C=CC=N3)C (1,3-dimethyl-1,4,9,10-tetrahydro-pyrazolo[4,3-e]pyrido[3,2-b][1,4]diazepin-10-one), [H-].[Na+] (sodium hydride), CI (methyl iodide), ice. Run in CN(C=O)C (N,N-dimethylformamide). Conditions: temperature 60 celsius, time 2 hour. Yields the product CN1N=C(C=2NC3=C(N(C(C21)=O)C)C=CC=N3)C (1,4,9,10-Tetrahydro-1,3,9-trimethyl-pyrazolo[4,3-e]pyrido-[3,2-b][1,4]diazepin-10one). Reaction SMILES: [CH3:1][N:2]1[C:11]2[C:10](=[O:12])[NH:9][C:8]3[CH:13]=[CH:14][CH:15]=[N:16][C:7]=3[NH:6][C:5]=2[C:4]([CH3:17])=[N:3]1.[H-].[Na+].[CH3:20]I.O>CN(C)C=O>[CH3:1][N:2]1[C:11]2[C:10](=[O:12])[N:9]([CH3:20])[C:8]3[CH:13]=[CH:14][CH:15]=[N:16][C:7]=3[NH:6][C:5]=2[C:4]([CH3:17])=[N:3]1 |f:1.2|. Reported procedure: An amount of 5.25 gm (0.025 mol) of 1,3-dimethyl-1,4,9,10-tetrahydro-pyrazolo[4,3-e]pyrido[3,2-b][1,4]diazepin-10-one was dissolved in 25 ml of N,N-dimethylformamide and mixed with 1.2 gm of a 55% sodium hydride dispersion in mineral oil. After stirring for 2 hours at 60° C., the solution was cooled to 40° C., and 2.2 ml of methyl iodide were added dropwise. Subsequently the mixture was stirred for 3 hours at 40° C., and after addition of 50 ml of water and cooling in the ice-bath, the desired c... Starting materials: ClC=1N=C(C2=C(N1)C=C(S2)N2C(OCC2)=O)N2CCOCC2 (3-(2-Chloro-4-morpholinothieno[3,2-d]pyrimidin-6-yl) oxazolidin-2-one), CC1(OB(OC1(C)C)C1=C2C=NNC2=CC=C1)C (4-(4,4,5,5-tetramethyl-1,3,2-dioxaborolan-2-yl)-1H-indazole). Product: N1N=CC2=C(C=CC=C12)C=1N=C(C2=C(N1)C=C(S2)N2C(OCC2)=O)N2CCOCC2 (3-(2-(1H-indazol-4-yl)-4-morpholinothieno[3,2-d]pyrimidin-6-yl)oxazolidin-2-one). As a reaction SMILES: Cl[C:2]1[N:3]=[C:4]([N:17]2[CH2:22][CH2:21][O:20][CH2:19][CH2:18]2)[C:5]2[S:10][C:9]([N:11]3[CH2:15][CH2:14][O:13][C:12]3=[O:16])=[CH:8][C:6]=2[N:7]=1.CC1(C)C(C)(C)OB([C:31]2[CH:39]=[CH:38][CH:37]=[C:36]3[C:32]=2[CH:33]=[N:34][NH:35]3)O1>>[NH:35]1[C:36]2[C:32](=[C:31]([C:2]3[N:3]=[C:4]([N:17]4[CH2:22][CH2:21][O:20][CH2:19][CH2:18]4)[C:5]4[S:10][C:9]([N:11]5[CH2:15][CH2:14][O:13][C:12]5=[O:16])=[CH:8][C:6]=4[N:7]=3)[CH:39]=[CH:38][CH:37]=2)[CH:33]=[N:34]1. Procedure details: 3-(2-Chloro-4-morpholinothieno[3,2-d]pyrimidin-6-yl) oxazolidin-2-one (46 mg) was coupled to 4-(4,4,5,5-tetramethyl-1,3,2-dioxaborolan-2-yl)-1H-indazole via Procedure A. The product was purified by reverse phase HPLC to yield 8.6 mg of 439. MS (Q1) 423 (M)+ The reactants are ClS(=O)(=O)C=1C=C(C(=O)O)C=CC1 (3-(chlorosulfonyl)benzoic acid), C(C)(CC)N (sec-butyl amine). The product is C(C)(CC)NS(=O)(=O)C=1C=C(C(=O)O)C=CC1 (3-(sec-butylsulfamoyl)benzoic acid). RXN SMILES: Cl[S:2]([C:5]1[CH:6]=[C:7]([CH:11]=[CH:12][CH:13]=1)[C:8]([OH:10])=[O:9])(=[O:4])=[O:3].[CH:14]([NH2:18])([CH2:16][CH3:17])[CH3:15]>>[CH:14]([NH:18][S:2]([C:5]1[CH:6]=[C:7]([CH:11]=[CH:12][CH:13]=1)[C:8]([OH:10])=[O:9])(=[O:4])=[O:3])([CH2:16][CH3:17])[CH3:15]. Reported procedure: Procedure H was performed to couple 3-(chlorosulfonyl)benzoic acid with sec-butyl amine to produce 3-(sec-butylsulfamoyl)benzoic acid which was purified by reverse phase HPLC. The reactants are ClC(=O)OC1=CC=CC=C1 (phenyl chloroformate), C1(CCCN1)=O (γ-butyrolactam). Yields the product C1(=CC=CC=C1)OC(=O)N1C(CCC1)=O (N-(phenyloxycarbonyl)-γ-butyrolactam). Reaction SMILES: Cl[C:2]([O:4][C:5]1[CH:10]=[CH:9][CH:8]=[CH:7][CH:6]=1)=[O:3].[C:11]1(=[O:16])[NH:15][CH2:14][CH2:13][CH2:12]1>>[C:5]1([O:4][C:2]([N:15]2[CH2:14][CH2:13][CH2:12][C:11]2=[O:16])=[O:3])[CH:10]=[CH:9][CH:8]=[CH:7][CH:6]=1. Procedure: The title compound was prepared by customary methods from phenyl chloroformate and γ-butyrolactam (2-pyrrolidone). Starting materials: O1CCOCC1 (dioxane), CC(=O)C (acetone), CN(C(=O)C=1SC(=C(C1)C1=CC=NC=C1)C=1C=C2CCC(C2=CC1)=NOC)C1CCN(CC1)C (5-(1-methoxyimino-indan-5-yl)-4-pyridin-4-yl-thiophene-2-carboxylic acid methyl-(1-methyl-piperidin-4-yl)-amide). The solvent is Cl (hydrochloric acid). Yields the product CN(C(=O)C=1SC(=C(C1)C1=CC=NC=C1)C=1C=C2CCC(C2=CC1)=O)C1CCN(CC1)C (5-(1-Oxo-indan-5-yl)-4-pyridin-4-yl-thiophene-2-carboxylic acid methyl-(1-methyl-piperidin-4-yl)-amide). The yield is 67.0%. RXN SMILES: [CH3:1][N:2]([CH:28]1[CH2:33][CH2:32][N:31]([CH3:34])[CH2:30][CH2:29]1)[C:3]([C:5]1[S:6][C:7]([C:16]2[CH:17]=[C:18]3[C:22](=[CH:23][CH:24]=2)[C:21](=NOC)[CH2:20][CH2:19]3)=[C:8]([C:10]2[CH:15]=[CH:14][N:13]=[CH:12][CH:11]=2)[CH:9]=1)=[O:4].[O:35]1CCOCC1.CC(C)=O>Cl>[CH3:1][N:2]([CH:28]1[CH2:33][CH2:32][N:31]([CH3:34])[CH2:30][CH2:29]1)[C:3]([C:5]1[S:6][C:7]([C:16]2[CH:17]=[C:21]3[C:22](=[CH:23][CH:24]=2)[C:18](=[O:35])[CH2:19][CH2:20]3)=[C:8]([C:10]2[CH:11]=[CH:12][N:13]=[CH:14][CH:15]=2)[CH:9]=1)=[O:4]. Procedure details: The product of step 3 (476 mg 1 mmol) was dissolved in 5N hydrochloric acid (10 ml), dioxane (10 ml) and acetone (5 ml) and heated at 80° C. for 2 hours. The resulting solution was concentrated in vacuo and co-evaporated with ethanol (×3) to afford a crude solid. This was partitioned between saturated sodium bicarbonate solution and ethyl acetate. The aqueous phase was re-extracted with ethyl acetate (×2), and the combined organic extracts were washed with water (×3), brine, dried and evaporated...